From a dataset of the Open Reaction Database (ORD), a public repository of structured organic reaction records. describe an organic reaction: reactants, conditions, products, and yield Starting materials: CC(=O)C=1C=CC(=CC1)O (4-hydroxyacetophenone), ClC(C#C)(C)C (3-chloro-3-methyl butyne), O (water), [OH-].[Na+] (sodium hydroxide). The solvent is C(Cl)Cl (methylene chloride), CO (methanol). Reaction conditions: time 6 day. The product is C(C)(=O)C=1C=CC2=C(CCC(O2)(C)C)C1 (6-Acetyl-3,4-dihydro-2,2-dimethyl-2H-1-benzopyran). Yield: 34.3%. As a reaction SMILES: [CH3:1][C:2]([C:4]1[CH:5]=[CH:6][C:7]([OH:10])=[CH:8][CH:9]=1)=[O:3].Cl[C:12]([CH3:16])([CH3:15])[C:13]#[CH:14].O.[OH-].[Na+]>C(Cl)Cl.CO>[C:2]([C:4]1[CH:5]=[CH:6][C:7]2[O:10][C:12]([CH3:16])([CH3:15])[CH2:13][CH2:14][C:8]=2[CH:9]=1)(=[O:3])[CH3:1] |f:3.4|. Reported procedure: To a solution of 95% 4-hydroxyacetophenone (13.6 g, 100 mmol), 3-chloro-3-methyl butyne (17.4 g, 170 mmol) in methylene chloride (75 ml) was added water (75 ml), sodium hydroxide (6.4 g, 160 mmol), and Triton B (40% in methanol, 23.0 g, 52 mmol). The reaction mixture was stirred at room temperature for six days. The organic layer was separated, the aqueous phase was reextracted with methylene chloride (2×200 ml). The combined extracts were concentrated in vacuo, the residue was taken up in ethyl... Reactants: C(C)OC(CC=1N(C(=CC1)C(C1=CC=C(C=C1)Cl)=O)C)=O (ethyl-5-(ρ-chlorobenzoyl)-1-methylpyrrole-2-acetate), [OH-].[Na+] (sodium hydroxide). The product is ClC1=CC=C(C(=O)C2=CC=C(N2C)CC(=O)O)C=C1 (5-(ρ-chlorobenzoyl)-1-methylpyrrole-2-acetic acid). Reaction SMILES: C([O:3][C:4](=[O:21])[CH2:5][C:6]1[N:7]([CH3:20])[C:8]([C:11](=[O:19])[C:12]2[CH:17]=[CH:16][C:15]([Cl:18])=[CH:14][CH:13]=2)=[CH:9][CH:10]=1)C.[OH-].[Na+]>>[Cl:18][C:15]1[CH:16]=[CH:17][C:12]([C:11]([C:8]2[N:7]([CH3:20])[C:6]([CH2:5][C:4]([OH:21])=[O:3])=[CH:10][CH:9]=2)=[O:19])=[CH:13][CH:14]=1 |f:1.2|. Procedure details: A suspension of 3.06 g. (0.01 mole) of ethyl-5-(ρ-chlorobenzoyl)-1-methylpyrrole-2-acetate in 25 ml. of 0.5N sodium hydroxide is refluxed for 30 minutes. About two-thirds of this solution is cooled, washed with ether, and then acidified with dilute hydrochloric acid. The resulting solid precipitate is collected by filtration, dried and recrystallized from ethanol-water to give the product, 5-(ρ-chlorobenzoyl)-1-methylpyrrole-2-acetic acid; M.P. 189°-191° C. Upon recrystallization from ethanol-wa... Starting materials: formula II, COC1=CCC=CC1 (1-methoxy-1,4-cyclohexadiene), O=[O+][O-] (ozone), CSC (dimethyl sulfide), [BH4-].[Na+] (sodium borohydride), CO (methanol). The product is OCC\C=C/CC(=O)OC (methyl 6-hydroxy-(Z)-3-hexenoate). RXN SMILES: [CH3:1][O:2][C:3]1C[CH:7]=[CH:6][CH2:5][CH:4]=1.[O:9]=[O+][O-].CSC.[BH4-].[Na+].[CH3:17][OH:18]>>[OH:18][CH2:17][CH2:7]/[CH:6]=[CH:5]\[CH2:4][C:3]([O:2][CH3:1])=[O:9] |f:3.4|. Procedure details: The compounds of this invention represented by formula II are conveniently prepared by treatment of 1-methoxy-1,4-cyclohexadiene with successively ozone and methanol, dimethyl sulfide and sodium borohydride to afford methyl 6-hydroxy-(Z)-3-hexenoate. The methyl 6-hydroxy-(Z)-3-hexanoate is then converted to a protected ether, suitably either a tetrahydroxypyranyl or triethylsilyl ether. This may be achieved by reaction with 3,4-dihydropyran and pyridinium p-toluenesulfonate in methylene chloride... Reactants: COC([C@H](CC1=C(C=C(C=C1)OCC=1N=C(SC1)C1=CC=C(C=C1)Cl)F)OCC)=O ((S)-3-{4-[2-(4-chloro-phenyl)-thiazol-4-ylmethoxy]-2-fluoro-phenyl}-2-ethoxy-propionic acid methyl ester), [Li+].[OH-] (LiOH). Product: ClC1=CC=C(C=C1)C=1SC=C(N1)COC1=CC(=C(C=C1)C[C@@H](C(=O)O)OCC)F ((S)-3-{4-[2-(4-chloro-phenyl)-thiazol-4-ylmethoxy]-2-fluoro-phenyl}-2-ethoxy-propionic acid). As a reaction SMILES: C[O:2][C:3](=[O:30])[C@@H:4]([O:27][CH2:28][CH3:29])[CH2:5][C:6]1[CH:11]=[CH:10][C:9]([O:12][CH2:13][C:14]2[N:15]=[C:16]([C:19]3[CH:24]=[CH:23][C:22]([Cl:25])=[CH:21][CH:20]=3)[S:17][CH:18]=2)=[CH:8][C:7]=1[F:26].[Li+].[OH-]>>[Cl:25][C:22]1[CH:23]=[CH:24][C:19]([C:16]2[S:17][CH:18]=[C:14]([CH2:13][O:12][C:9]3[CH:10]=[CH:11][C:6]([CH2:5][C@H:4]([O:27][CH2:28][CH3:29])[C:3]([OH:30])=[O:2])=[C:7]([F:26])[CH:8]=3)[N:15]=2)=[CH:20][CH:21]=1 |f:1.2|. Reported procedure: In analogy to the procedure described in example 10 d], (S)-3-{4-[2-(4-chloro-phenyl)-thiazol-4-ylmethoxy]-2-fluoro-phenyl}-2-ethoxy-propionic acid methyl ester was treated with LiOH to obtain (S)-3-{4-[2-(4-chloro-phenyl)-thiazol-4-ylmethoxy]-2-fluoro-phenyl}-2-ethoxy-propionic acid as light yellow solid. Reactants: C(C)OP(=O)(OCC)C/C(=C/C(=O)OCC)/C (ethyl 4-(diethoxyphosphoryl)-3-methyl-but-2E-enoate), C(C)OC1=C(C=C2C(=CC(OC2=C1)(C)C)C1=CC=CC=C1)/C(=C(\C=O)/F)/C ((2E)-3-(7-ethoxy-2,2-dimethyl-4-phenyl-2H-chromen-6-yl)-2-fluoro-but-2-enal), C(C)OC1=C(C=C2C(=CC(OC2=C1)(C)C)C1=CC=CC=C1)/C(=C(\C=O)/F)/C ((2E)-3-(7-ethoxy-2,2-dimethyl-4-phenyl-2H-chromen-6-yl)-2-fluoro-but-2-enal). Product: C(C)OC1=C(C=C2C(=CC(OC2=C1)(C)C)C1=CC=CC=C1)/C(=C(\C=C\C(=C\C(=O)OCC)\C)/F)/C (Ethyl (2E,4E,6E)-7-(7-ethoxy-2,2-dimethyl-4-phenyl-2H-chromen-6-yl)-6 fluoro-3-methyl-octa-2,4,6-trienoate). Reaction SMILES: C(OP([CH2:9]/[C:10](/[CH3:17])=[CH:11]/[C:12]([O:14][CH2:15][CH3:16])=[O:13])(OCC)=O)C.[CH2:18]([O:20][C:21]1[CH:30]=[C:29]2[C:24]([C:25]([C:33]3[CH:38]=[CH:37][CH:36]=[CH:35][CH:34]=3)=[CH:26][C:27]([CH3:32])([CH3:31])[O:28]2)=[CH:23][C:22]=1/[C:39](/[CH3:44])=[C:40](/[F:43])\[CH:41]=O)[CH3:19]>>[CH2:18]([O:20][C:21]1[CH:30]=[C:29]2[C:24]([C:25]([C:33]3[CH:38]=[CH:37][CH:36]=[CH:35][CH:34]=3)=[CH:26][C:27]([CH3:32])([CH3:31])[O:28]2)=[CH:23][C:22]=1/[C:39](/[CH3:44])=[C:40](/[F:43])\[CH:41]=[CH:9]\[C:10](\[CH3:17])=[CH:11]\[C:12]([O:14][CH2:15][CH3:16])=[O:13])[CH3:19]. Procedure: Following General Procedure O, ethyl 4-(diethoxyphosphoryl)-3-methyl-but-2E-enoate (237 mg, 0.90 mmol) and (2E)-3-(7-ethoxy-2,2-dimethyl-4-phenyl-2H-chromen-6-yl)-2-fluoro-but-2-enal (Compound 101, 113 mg, 0.31 mmol) were reacted to give the title compound as a yellow oil after purification by flash chromatography (silica gel, 5% ethyl acetate in hexane). The reactants are C(C)(=O)OCC (ethyl acetate), CC=1C(=CC=2C(CC=C(C2C1)C)(C)C)NC1=CC=C(C(=O)OCC)C=C1 (ethyl 4-(3,5,8,8-tetramethyl-7,8-dihydronaphthalen-2-ylamino)benzoate), C=O (formaldehyde), [BH3-]C#N.[Na+] (NaBH3CN), CC=1C(=CC=2C(CC=C(C2C1)C)(C)C)NC1=CC=C(C(=O)OCC)C=C1 (ethyl 4-(3,5,8,8-tetramethyl-7,8-dihydronaphthalen-2-ylamino)benzoate), C1CCOC1 (THF). The solvent is O (water), C(C)(=O)O (acetic acid). Run at time 24 hour. Product: CC1=CC(=C(C(=O)OCC)C=C1)NC1=CC=2C(CC=C(C2C=C1C)C)(C)C (Ethyl 4-methyl(3,5,8,8-tetramethyl-7,8-dihydronaphthalen-2-ylamino]benzoate). Isolated yield 50.0%. Reaction SMILES: [CH3:1][C:2]1[C:3]([NH:15][C:16]2[CH:26]=[CH:25][C:19](C(OCC)=O)=[CH:18][CH:17]=2)=[CH:4][C:5]2[C:6]([CH3:14])([CH3:13])[CH2:7][CH:8]=[C:9]([CH3:12])[C:10]=2[CH:11]=1.[CH2:27]1COCC1.C=O.[BH3-]C#N.[Na+].[C:38]([O:41][CH2:42][CH3:43])(=[O:40])C>O.C(O)(=O)C>[CH3:27][C:18]1[CH:19]=[CH:25][C:26]([C:38]([O:41][CH2:42][CH3:43])=[O:40])=[C:16]([NH:15][C:3]2[C:2]([CH3:1])=[CH:11][C:10]3[C:9]([CH3:12])=[CH:8][CH2:7][C:6]([CH3:13])([CH3:14])[C:5]=3[CH:4]=2)[CH:17]=1 |f:3.4|. Reported procedure: Following the previously described General Procedure D to a solution of ethyl 4-(3,5,8,8-tetramethyl-7,8-dihydronaphthalen-2-ylamino)benzoate (Compound 39, 0.10 g, 0.27 mmol) and 6 mL of THF was added an aqueous solution of formaldehyde 37% (0.20 mL, 2.7 mmol), followed by NaBH3CN (0.05 g, 0.82 mmol) and glacial acetic acid (5 mL). The resulting reaction mixture was stirred at room temperature for 24 h, then treated with water and ethyl acetate. The layers were separated, and the aqueous layer w... Reactants: CN1CCNCC1, Cc1cc(Cl)c(S(N)(=O)=O)cc1C(=O)O, Cl, O. Product: Cl, Cc1cc(N2CCN(C)CC2)c(S(N)(=O)=O)cc1C(=O)O. As a reaction SMILES: [CH3:16][N:17]1[CH2:18][CH2:19][NH:20][CH2:21][CH2:22]1.[Cl:1][c:2]1[c:3]([S:12]([NH2:13])(=[O:14])=[O:15])[cH:4][c:5]([C:6](=[O:7])[OH:8])[c:9]([CH3:11])[cH:10]1.[ClH:23].[OH2:24]>>[ClH:1].[c:2]1([N:20]2[CH2:19][CH2:18][N:17]([CH3:16])[CH2:22][CH2:21]2)[c:3]([S:12]([NH2:13])(=[O:14])=[O:15])[cH:4][c:5]([C:6](=[O:7])[OH:8])[c:9]([CH3:11])[cH:10]1. Starting materials: [Si](C)(C)(C(C)(C)C)OC1CCC2=C(C=CC=C12)C=1SC(=CN1)C=1C=CC(=C(C#N)C1)F (5-(2-(1-(tert-butyldimethylsilyloxy)-2,3-dihydro-1H-inden-4-yl)thiazol-5-yl)-2-fluorobenzonitrile), CC([O-])C.[Na+] (sodium isopropoxide). Solvent: C(C)(C)O (isopropanol). Reaction conditions: temperature 60 celsius. Yields the product [Si](C)(C)(C(C)(C)C)OC1CCC2=C(C=CC=C12)C=1SC(=CN1)C=1C=CC(=C(C#N)C1)OC(C)C (5-(2-(1-(tert-butyldimethylsilyloxy)-2,3-dihydro-1H-inden-4-yl)thiazol-5-yl)-2-isopropoxy-benzonitrile). Reaction SMILES: [Si:1]([O:8][CH:9]1[C:17]2[C:12](=[C:13]([C:18]3[S:19][C:20]([C:23]4[CH:24]=[CH:25][C:26](F)=[C:27]([CH:30]=4)[C:28]#[N:29])=[CH:21][N:22]=3)[CH:14]=[CH:15][CH:16]=2)[CH2:11][CH2:10]1)([C:4]([CH3:7])([CH3:6])[CH3:5])([CH3:3])[CH3:2].[CH3:32][CH:33]([CH3:35])[O-:34].[Na+]>C(O)(C)C>[Si:1]([O:8][CH:9]1[C:17]2[C:12](=[C:13]([C:18]3[S:19][C:20]([C:23]4[CH:24]=[CH:25][C:26]([O:34][CH:33]([CH3:35])[CH3:32])=[C:27]([CH:30]=4)[C:28]#[N:29])=[CH:21][N:22]=3)[CH:14]=[CH:15][CH:16]=2)[CH2:11][CH2:10]1)([C:4]([CH3:7])([CH3:6])[CH3:5])([CH3:3])[CH3:2] |f:1.2|. Procedure details: Prepared using General Procedure 2. To a solution of 5-(2-(1-(tert-butyldimethylsilyloxy)-2,3-dihydro-1H-inden-4-yl)thiazol-5-yl)-2-fluorobenzonitrile (0.043 g, 0.095 mmol) in isopropanol (2 mL) was added sodium isopropoxide (0.07 g, 0.090 mmol). The reaction mixture was heated at 60° C. for 12 h. Upon cooling, the solvent was removed under a stream of N2 and the crude reaction mixture was carried onto the next step without further purification. LCMS-ESI (m/z) calculated for C28H34N2O2SSi: 490.7... Reactants: CCOC(C)=O, Cc1ccccc1, C=CN1C(=O)c2ccccc2C1=O, CCN(C(C)C)C(C)C, COc1ccc2cccc(OS(=O)(=O)C(F)(F)F)c2c1, [Pd], c1ccc(P(c2ccccc2)c2ccccc2)cc1, c1ccc(P(c2ccccc2)c2ccccc2)cc1, c1ccc(P(c2ccccc2)c2ccccc2)cc1, c1ccc(P(c2ccccc2)c2ccccc2)cc1. Product: COc1ccc2cccc(C=CN3C(=O)c4ccccc4C3=O)c2c1. RXN SMILES: [CH3:127][CH2:128][O:129][C:130](=[O:131])[CH3:132].[CH3:43][c:44]1[cH:45][cH:46][cH:47][cH:48][cH:49]1.[CH:21](=[CH2:22])[N:23]1[C:24](=[O:33])[c:25]2[c:26]([cH:29][cH:30][cH:31][cH:32]2)[C:27]1=[O:28].[CH:34]([N:35]([CH:36]([CH3:37])[CH3:38])[CH2:39][CH3:40])([CH3:41])[CH3:42].[F:1][C:2]([F:3])([F:4])[S:5]([O:6][c:7]1[cH:8][cH:9][cH:10][c:11]2[cH:12][cH:13][c:14]([O:17][CH3:18])[cH:15][c:16]12)(=[O:19])=[O:20].[Pd:126].[c:107]1([P:108]([c:109]2[cH:110][cH:111][cH:112][cH:113][cH:114]2)[c:115]2[cH:116][cH:117][cH:118][cH:119][cH:120]2)[cH:121][cH:122][cH:123][cH:124][cH:125]1.[c:50]1([P:51]([c:52]2[cH:53][cH:54][cH:55][cH:56][cH:57]2)[c:58]2[cH:59][cH:60][cH:61][cH:62][cH:63]2)[cH:64][cH:65][cH:66][cH:67][cH:68]1.[c:69]1([P:70]([c:71]2[cH:72][cH:73][cH:74][cH:75][cH:76]2)[c:77]2[cH:78][cH:79][cH:80][cH:81][cH:82]2)[cH:83][cH:84][cH:85][cH:86][cH:87]1.[c:88]1([P:89]([c:90]2[cH:91][cH:92][cH:93][cH:94][cH:95]2)[c:96]2[cH:97][cH:98][cH:99][cH:100][cH:101]2)[cH:102][cH:103][cH:104][cH:105][cH:106]1>>[c:7]1([CH:22]=[CH:21][N:23]2[C:24](=[O:33])[c:25]3[c:26]([cH:29][cH:30][cH:31][cH:32]3)[C:27]2=[O:28])[cH:8][cH:9][cH:10][c:11]2[cH:12][cH:13][c:14]([O:17][CH3:18])[cH:15][c:16]12.